From a dataset of the Open Reaction Database (ORD), a public repository of structured organic reaction records. describe an organic reaction: reactants, conditions, products, and yield Reactants: COc1ccc(-c2ccc3cnc(O)nn23)cn1, NC(=O)CN1CCc2cc(N)ccc2C1. Yields the product COc1ccc(-c2ccc3cnc(Nc4ccc5c(c4)CCN(CC(N)=O)C5)nn23)cn1. As a reaction SMILES: [CH3:1][O:2][c:3]1[cH:4][cH:5][c:6](-[c:9]2[cH:10][cH:11][c:12]3[cH:13][n:14][c:15]([OH:18])[n:16][n:17]23)[cH:7][n:8]1.[NH2:19][c:20]1[cH:21][c:22]2[c:27]([cH:28][cH:29]1)[CH2:26][N:25]([CH2:30][C:31](=[O:32])[NH2:33])[CH2:24][CH2:23]2>>[CH3:1][O:2][c:3]1[cH:4][cH:5][c:6](-[c:9]2[cH:10][cH:11][c:12]3[cH:13][n:14][c:15]([NH:19][c:20]4[cH:21][c:22]5[c:27]([cH:28][cH:29]4)[CH2:26][N:25]([CH2:30][C:31](=[O:32])[NH2:33])[CH2:24][CH2:23]5)[n:16][n:17]23)[cH:7][n:8]1. Reactants: vitamin E, C1(\C=C/C(=O)O1)=O (maleic anhydride), C([O-])([O-])=O (carbonate), C([O-])([O-])=O.[Na+].[Na+] (sodium carbonate), C([O-])([O-])=O.[K+].[K+] (potassium carbonate), C(C)(=O)[O-] (acetate), C(C)(=O)[O-].[Na+] (sodium acetate), C(C)(=O)[O-].[K+] (potassium acetate). The solvent is O1CCCC1 (tetrahydrofuran), C(C)#N (acetonitrile), CC(=O)C (acetone). The product is C(\C=C/C(=O)[O-])(=O)[O-] (maleate), C(\C=C\C(=O)[O-])(=O)[O-] (fumarate), ( IV ). RXN SMILES: [C:1]1(=[O:7])[O:6][C:4](=[O:5])[CH:3]=[CH:2]1.C(=O)([O-])[O-:9].C(=O)([O-])[O-].[Na+].[Na+].C(=O)([O-])[O-].[K+].[K+].[C:24]([O-:27])(=[O:26])[CH3:25].[C:28]([O-:31])(=[O:30])[CH3:29].[Na+].C([O-])(=O)C.[K+]>O1CCCC1.C(#N)C.CC(C)=O>[C:1]([O-:6])(=[O:7])/[CH:2]=[CH:3]\[C:4]([O-:9])=[O:5].[C:28]([O-:31])(=[O:30])/[CH:29]=[CH:25]/[C:24]([O-:27])=[O:26] |f:2.3.4,5.6.7,9.10,11.12|. Procedure details: Specifically, the procedure is as follows. First, vitamin E (II) is reacted with maleic anhydride (III) in the presence of an alkaline carbonate (sodium carbonate, potassium carbonate or the like) or an alkaline acetate (sodium acetate, potassium acetate or the like) in a nonpolar solvent such as acetone, acetonitrile or tetrahydrofuran (THF) for about 1 to 3 hours while heating to give mono-tocopheryl maleate (or fumarate) (IV) (which is a novel compound not found in publications so far). The c... The reactants are NC1=CC2=C(NC([C@@H](N(C2=O)CC(=O)NC(CC(=O)O)C2=CC=CC=C2)CCC(=O)O)=O)C=C1 (3-(R,S)-{2-[7-amino-3-(S)-(2-carboxy-ethyl)-2,5-dioxo-1,2,3,5-tetrahydro-benzo[e][1,4]diazepin-4-yl]-acetylamino}-3-phenyl-propionic acid), C(C1=CC=CC=C1)N=C=O (benzylisocyanate). The solvent is CN(C)C=O (DMF). Run at temperature 45 celsius. Product: C(C1=CC=CC=C1)NC(NC1=CC2=C(NC([C@@H](N(C2=O)CC(=O)NC(CC(=O)O)C2=CC=CC=C2)CCC(=O)O)=O)C=C1)=O (3-(R,S)-{2-[7-(3-benzyl-ureido)-3-(S)-(2-carboxy-ethyl)-2,5-dioxo-1,2,3,5-tetrahydro-benzo[e][1,4]diazepin-4-yl]-acetylamino}-3-phenyl-propionic acid). As a reaction SMILES: [NH2:1][C:2]1[CH:34]=[CH:33][C:5]2[NH:6][C:7](=[O:32])[C@H:8]([CH2:27][CH2:28][C:29]([OH:31])=[O:30])[N:9]([CH2:12][C:13]([NH:15][CH:16]([C:21]3[CH:26]=[CH:25][CH:24]=[CH:23][CH:22]=3)[CH2:17][C:18]([OH:20])=[O:19])=[O:14])[C:10](=[O:11])[C:4]=2[CH:3]=1.[CH2:35]([N:42]=[C:43]=[O:44])[C:36]1[CH:41]=[CH:40][CH:39]=[CH:38][CH:37]=1>CN(C=O)C>[CH2:35]([NH:42][C:43](=[O:44])[NH:1][C:2]1[CH:34]=[CH:33][C:5]2[NH:6][C:7](=[O:32])[C@H:8]([CH2:27][CH2:28][C:29]([OH:31])=[O:30])[N:9]([CH2:12][C:13]([NH:15][CH:16]([C:21]3[CH:26]=[CH:25][CH:24]=[CH:23][CH:22]=3)[CH2:17][C:18]([OH:20])=[O:19])=[O:14])[C:10](=[O:11])[C:4]=2[CH:3]=1)[C:36]1[CH:41]=[CH:40][CH:39]=[CH:38][CH:37]=1. Reported procedure: To a solution of 3-(R,S)-{2-[7-amino-3-(S)-(2-carboxy-ethyl)-2,5-dioxo-1,2,3,5-tetrahydro-benzo[e][1,4]diazepin-4-yl]-acetylamino}-3-phenyl-propionic acid (0.15 mmol, 70 mg) in DMF (2.5 ml) was added benzylisocyanate (46 μl, 037 mmol). The mixture was shaken at 45° C. over night. Then the solution was evaporated and the crude product was purified by RP-HPLC to give 3-(R,S)-{2-[7-(3-benzyl-ureido)-3-(S)-(2-carboxy-ethyl)-2,5-dioxo-1,2,3,5-tetrahydro-benzo[e][1,4]diazepin-4-yl]-acetylamino}-3-phen... Starting materials: CC(C=C[N+](=O)[O-])(C)C (3,3-dimethyl-1-nitro-but-1-ene), C(CC(=O)C)(=O)OCC (ethyl acetoacetate), [Na] (sodium), FC1=CC=C(N)C=C1 (4-fluoroaniline), TsOH monohydrate. Solvent: CCOCC (ether), C1(=CC=CC=C1)C (toluene). Conditions: temperature 0 celsius, time 30 minute. The product is C(C)OC(=O)C1=C(N(C=C1C(C)(C)C)C1=CC=C(C=C1)F)C (4-tert-Butyl-1-(4-fluoro-phenyl)-2-methyl-1H-pyrrole-3-carboxylic acid ethyl ester). RXN SMILES: [CH3:1][C:2]([CH3:9])([CH3:8])[CH:3]=[CH:4][N+:5]([O-])=O.[C:10]([O:16][CH2:17][CH3:18])(=[O:15])[CH2:11][C:12]([CH3:14])=O.[Na].[F:20][C:21]1[CH:27]=[CH:26][C:24](N)=[CH:23][CH:22]=1>CCOCC.C1(C)C=CC=CC=1>[CH2:17]([O:16][C:10]([C:11]1[C:3]([C:2]([CH3:9])([CH3:8])[CH3:1])=[CH:4][N:5]([C:24]2[CH:26]=[CH:27][C:21]([F:20])=[CH:22][CH:23]=2)[C:12]=1[CH3:14])=[O:15])[CH3:18] |^1:18|. Reported procedure: A mixture of 3,3-dimethyl-1-nitro-but-1-ene (6.2 g, 36 mmol) and ethyl acetoacetate, sodium salt (5.76 g, 36 mmol) in ether (50 mL) was stirred at 0° C. for 30 min; then the reaction was quenched with saturated ammonium chloride aqueous solution, the ether layer was washed with saturated NaCl aqueous solution dried over anhydrous sodium sulfate, filtered, concentrated, to give a mixture, which was used next reaction without further purification and characterization. The above mixture was refluxe... Reactants: C1([C@@H](O)[C@@H](O)[C@H]([C@H](O)[C@H](O)CO)O1)=O (D-glycero-D-talo-heptono-1,4-lactone), ( 1 ), C1C[C@H]([C@@H]2[C@@H]([C@@H](CN2C1)O)O)O (swainsonine). The product is 7S, OC1C(CN2CC(C(C12)O)O)O (1,2,6,7-tetrahydroxypyrrolizidine). RXN SMILES: [CH2:1]1[CH2:9][N:8]2[C@@H:4]([C@H:5]([OH:11])[C@H:6]([OH:10])[CH2:7]2)[C@H:3]([OH:12])C1.C1(=O)O[C@@H]([C@@H]([C@@H](CO)O)O)[C@H](O)[C@@H]1[OH:15]>>[OH:12][CH:3]1[CH:4]2[N:8]([CH2:7][CH:6]([OH:10])[CH:5]2[OH:11])[CH2:9][CH:1]1[OH:15]. Procedure details: The tetrahydroxypyrrolizidone (1) is an analogue of 1,8-diepiswainsonine. A similar analogue of swainsonine can be made by analogous methods starting with D-glycero-D-talo-heptono-1,4-lactone to produce the novel (1S), 2R, 6R, 7S)-1,2,6,7-tetrahydroxypyrrolizidine. Starting materials: C(C)(=O)N (acetamide), C(C=O)(=O)O (glyoxylic acid). Solvent: CC(=O)C (acetone). Product: C(C)(=O)NC(C(=O)O)O (N-acetyl-2-hydroxyglycine). Reaction SMILES: [C:1]([NH2:4])(=[O:3])[CH3:2].[C:5]([OH:9])(=[O:8])[CH:6]=[O:7]>CC(C)=O>[C:1]([NH:4][CH:6]([OH:7])[C:5]([OH:9])=[O:8])(=[O:3])[CH3:2]. Procedure: A mixture of commercially available acetamide 34 and glyoxylic acid 41 was heated at reflux in acetone to give pure N-acetyl-2-hydroxyglycine 42 as a viscous yellow oil in quantitative yield. The 1H n.m.r. spectrum supported formation of the α-hydroxyglycine derivative 42 with the appearance of a methine (H2) doublet and broad amide (NH) doublet at δ 5.39 and δ 8.65 respectively. Spectroscopic data were in agreement with those reported in the literature.195